Dataset: the Open Reaction Database (ORD), a public repository of structured organic reaction records. Task: describe an organic reaction: reactants, conditions, products, and yield The reactants are CC(C)(C)ON=O, CS(=O)(=O)O, Nc1cccnc1Cl, [Na+], [OH-], OCCO, OCC(F)(F)F. The product is FC(F)(F)COc1cccnc1Cl. Reaction SMILES: [C:20]([O:21][N:22]=[O:23])([CH3:24])([CH3:25])[CH3:26].[CH3:15][S:16](=[O:17])(=[O:18])[OH:19].[NH2:1][c:2]1[c:3]([Cl:8])[n:4][cH:5][cH:6][cH:7]1.[Na+:28].[OH-:27].[OH:29][CH2:30][CH2:31][OH:32].[OH:9][CH2:10][C:11]([F:12])([F:13])[F:14]>>[c:2]1([O:9][CH2:10][C:11]([F:12])([F:13])[F:14])[c:3]([Cl:8])[n:4][cH:5][cH:6][cH:7]1. The reactants are [N+](=O)([O-])C=1C=C(CNC=2C=C(C=CC2)NC(OC(C)(C)C)=O)C=CC1 (tert-butyl {3-[(3-nitrobenzyl)amino]phenyl}carbamate), FC(C(=O)O)(F)F (trifluoroacetic acid). Solvent: ClCCl (dichloromethane). The product is FC(C(=O)O)(F)F.FC(C(=O)O)(F)F.[N+](=O)([O-])C=1C=C(CNC2=CC(=CC=C2)N)C=CC1 (N-(3-Nitrobenzyl)benzene-1,3-diamine bis(trifluoroacetate)). Yield: 79.0%. Reaction SMILES: [N+:1]([C:4]1[CH:5]=[C:6]([CH:23]=[CH:24][CH:25]=1)[CH2:7][NH:8][C:9]1[CH:10]=[C:11]([NH:15]C(=O)OC(C)(C)C)[CH:12]=[CH:13][CH:14]=1)([O-:3])=[O:2].[F:26][C:27]([F:32])([F:31])[C:28]([OH:30])=[O:29]>ClCCl>[F:26][C:27]([F:32])([F:31])[C:28]([OH:30])=[O:29].[F:26][C:27]([F:32])([F:31])[C:28]([OH:30])=[O:29].[N+:1]([C:4]1[CH:5]=[C:6]([CH:23]=[CH:24][CH:25]=1)[CH2:7][NH:8][C:9]1[CH:14]=[CH:13][CH:12]=[C:11]([NH2:15])[CH:10]=1)([O-:3])=[O:2] |f:3.4.5|. Procedure details: A solution of tert-butyl {3-[(3-nitrobenzyl)amino]phenyl}carbamate (100 mg, 0.3 mmol) in dichloromethane (3 mL) and trifluoroacetic acid (3 mL) was stirred at 25° C. for 1 h. The reaction mixture was concentrated to a crude residue. This material was purified by preparative LCMS to give the desired product (110 mg, 79%) as a solid. LCMS for C13H14N3O2 (M+H)+: m/z=244.0.